This data is from the Open Reaction Database (ORD), a public repository of structured organic reaction records. The task is: describe an organic reaction: reactants, conditions, products, and yield Starting materials: O=C(Cl)c1ccc(Br)cc1, O=C([O-])[O-], CC(C)=O, COC(CN)OC, [K+], [K+], O. Product: COC(CNC(=O)c1ccc(Br)cc1)OC. Reaction SMILES: [Br:14][c:15]1[cH:16][cH:17][c:18]([C:19](=[O:20])[Cl:21])[cH:22][cH:23]1.[C:1](=[O:2])([O-:3])[O-:4].[CH3:25][C:26](=[O:27])[CH3:28].[CH3:7][O:8][CH:9]([CH2:10][NH2:11])[O:12][CH3:13].[K+:5].[K+:6].[OH2:24]>>[CH3:7][O:8][CH:9]([CH2:10][NH:11][C:19]([c:18]1[cH:17][cH:16][c:15]([Br:14])[cH:23][cH:22]1)=[O:20])[O:12][CH3:13]. The reactants are CC1=CC2=CC3=CC=CC=C3C=C2C=C1 (2-methylanthracene), Cl[O-].[Na+] (sodium hypochlorite), Cl[O-].[Na+] (sodium hypochlorite). Solvent: ClC(=C(Cl)Cl)Cl (tetrachloroethylene). Product: Cl[O-].[Na+] (sodium hypochlorite), C1=CC=CC2=CC3=CC=CC=C3C=C12 (anthracene). As a reaction SMILES: C[C:2]1[CH:15]=[CH:14][C:13]2[C:4](=[CH:5][C:6]3[C:11]([CH:12]=2)=[CH:10][CH:9]=[CH:8][CH:7]=3)[CH:3]=1.[Cl:16][O-:17].[Na+:18]>ClC(Cl)=C(Cl)Cl>[Cl:16][O-:17].[Na+:18].[CH:3]1[C:4]2[C:13](=[CH:12][C:11]3[C:6]([CH:5]=2)=[CH:7][CH:8]=[CH:9][CH:10]=3)[CH:14]=[CH:15][CH:2]=1 |f:1.2,4.5|. Procedure: A vessel was charged with 4.81 grams of 2-methylanthracene which is 96.7% pure, 50 milliliters of distilled tetrachloroethylene, and 173 grams of a sodium hypochlorite aqueous solution containing 8.04 grams of sodium hypochlorite, providing for a mole ratio of sodium hypochlorite to anthracene of 4.34:1. 4.5 Milliliters of concentrated hydrochloric acid were added to the stirred mixture to adjust the pH to about 7. During the resulting reaction about 12 milliliters of 3 N sodium hydroxide was ad... Reactants: N1C(CC1)=O (azetidinone), N1C=NC=C1 (imidazole), C1CCOC1 (THF), C(C)(=O)OCC (Ethyl acetate), C(C)[Si](CC)(CC)Cl (triethylsilyl chloride). Conditions: time 1 hour. Yields the product C1(=CC=CC=C1)[C@H]1[C@H](C(N1)=O)O[Si](CC)(CC)CC ((3R, 4S)-4-Phenyl-3-triethylsilyloxy-2-azetidinone). RXN SMILES: [NH:1]1[CH2:4][CH2:3][C:2]1=[O:5].N1[CH:10]=[CH:9]N=C1.[CH2:11]([Si:13](Cl)([CH2:16][CH3:17])[CH2:14][CH3:15])[CH3:12].C(OCC)(=[O:21])C.[CH2:25]1[CH2:29]O[CH2:27][CH2:26]1>>[C:10]1([C@@H:4]2[NH:1][C:2](=[O:5])[C@@H:3]2[O:21][Si:13]([CH2:16][CH3:17])([CH2:14][CH3:15])[CH2:11][CH3:12])[CH:9]=[CH:27][CH:26]=[CH:25][CH:29]=1. Reported procedure: To azetidinone LXXI (580 mg, 3.55 mmol) in dry THF (5.0 mL) was added imidazole (265.5 mg, 3.90 mmol), followed by triethylsilyl chloride (TESCl, 0.654 mL, 3.90 mmol). The mixture was allowed to be stirred for 1 h. Ethyl acetate was added and the organic layer was washed with brine, 10% aqueous HCl and dried. Silica gel chromatography (being eluted with 25% ethyl acetate in hexane) gave 670 mg (Y: 68%) of compound LXXII as a foam. Starting materials: BrCCCCCCCCCCCCO (12-bromo-1-dodecanol), N1CCOCC1 (morpholine). Solvent: C(C)#N (acetonitrile). Run at time 8 hour. Yields the product N1(CCOCC1)CCCCCCCCCCCCO (12-(4-morpholinyl)-1-dodecanol). Yield: 77.4%. As a reaction SMILES: Br[CH2:2][CH2:3][CH2:4][CH2:5][CH2:6][CH2:7][CH2:8][CH2:9][CH2:10][CH2:11][CH2:12][CH2:13][OH:14].[NH:15]1[CH2:20][CH2:19][O:18][CH2:17][CH2:16]1>C(#N)C>[N:15]1([CH2:2][CH2:3][CH2:4][CH2:5][CH2:6][CH2:7][CH2:8][CH2:9][CH2:10][CH2:11][CH2:12][CH2:13][OH:14])[CH2:20][CH2:19][O:18][CH2:17][CH2:16]1. Reported procedure: To a solution of 5.30 g (20 mmol) of 12-bromo-1-dodecanol in 100 ml of acetonitrile is added dropwise 6 ml (68.6 mmol) of morpholine at 0° C. The solution is then stirred at room temperature overnight and filtered. After removal of the acetonitrile, the residue is dissolved in 250 ml of dichloromethane. The dichloromethane solution is washed with water, dried over magnesium sulfate and filtered. The dichloromethane is removed under reduced pressure and the residue is purified by silica gel colum... Reactants: 6-dimethylamino-3-formyl-1-phenyl boronic acid, BrC1=C(C=C2C(CC(N(C2=C1)C)=O)(C)C)C (7-bromo-1,4,4,6-tetramethyl-3,4-dihydro-1H-quinoline-2-one), C([O-])([O-])=O.[K+].[K+] (potassium carbonate). Reagents/catalysts: C=1C=CC(=CC1)[P](C=2C=CC=CC2)(C=3C=CC=CC3)[Pd]([P](C=4C=CC=CC4)(C=5C=CC=CC5)C=6C=CC=CC6)([P](C=7C=CC=CC7)(C=8C=CC=CC8)C=9C=CC=CC9)[P](C=1C=CC=CC1)(C=1C=CC=CC1)C=1C=CC=CC1 (Tetrakis(triphenylphosphine)palladium(0)). Run in C1(=CC=CC=C1)C (toluene), C(C)O (ethanol), O (water), C(C)(=O)OCC (ethyl acetate). Yields the product CN(C1=C(C=C(C=O)C=C1)C1=C(C=C2C(CC(N(C2=C1)C)=O)(C)C)C)C (4-Dimethylamino-3-(1,4,4,6-tetramethyl-2-oxo-1,2,3,4-tetrahydro-quinolin-7-yl)-benzaldehyde). Yield: 168.7%. RXN SMILES: Br[C:2]1[CH:11]=[C:10]2[C:5]([C:6]([CH3:15])([CH3:14])[CH2:7][C:8](=[O:13])[N:9]2[CH3:12])=[CH:4][C:3]=1[CH3:16].[C:17](=[O:20])([O-])[O-].[K+].[K+]>C1(C)C=CC=CC=1.C(O)C.O.C(OCC)(=O)C.C1C=CC([P]([Pd]([P](C2C=CC=CC=2)(C2C=CC=CC=2)C2C=CC=CC=2)([P](C2C=CC=CC=2)(C2C=CC=CC=2)C2C=CC=CC=2)[P](C2C=CC=CC=2)(C2C=CC=CC=2)C2C=CC=CC=2)(C2C=CC=CC=2)C2C=CC=CC=2)=CC=1>[CH3:8][N:9]([CH3:12])[C:10]1[CH:11]=[CH:2][C:3]([CH:17]=[O:20])=[CH:4][C:5]=1[C:2]1[CH:11]=[C:10]2[C:5]([C:6]([CH3:15])([CH3:14])[CH2:7][C:8](=[O:13])[N:9]2[CH3:12])=[CH:4][C:3]=1[CH3:16] |f:1.2.3,^1:43,45,64,83|. Reported procedure: A mixture of 6-dimethylamino-3-formyl-1-phenyl boronic acid (11.5 g, 59.5 mmol), 7-bromo-1,4,4,6-tetramethyl-3,4-dihydro-1H-quinoline-2-one (Example 1d) (14.0 g, 49.6 mmol) and potassium carbonate (13.7 g, 99.2 mmol) in toluene (140 mL), ethanol (28 mL) and water (21 mL) was degassed with argon for 40 minutes. Tetrakis(triphenylphosphine)palladium(0) (3.5 g, 0.06 mmol) was added and the mixture heated at reflux under argon for 24 hrs. The solution was cooled to room temperature, diluted with eth... The reactants are O1C(=CC=C1)C(=O)N=C=S (2-furoylisothiocyanate), C(C)OCC=1N(C2=C(C(=NC(=C2C)C)N)N1)CCC1CCNCC1 (2-(ethoxymethyl)-6,7-dimethyl-1-(2-piperidin-4-ylethyl)-1H-imidazo[4,5-c]pyridin-4-amine). The product is NC1=NC(=C(C2=C1N=C(N2CCC2CCN(CC2)C(=S)NC(=O)C=2OC=CC2)COCC)C)C (N-[(4-{2-[4-amino-2-(ethoxymethyl)-6,7-dimethyl-1H-imidazo[4,5-c]pyridin-1-yl]ethyl}piperidin-1-yl)carbonothioyl]-2-furamide). Reaction SMILES: [O:1]1[CH:5]=[CH:4][CH:3]=[C:2]1[C:6]([N:8]=[C:9]=[S:10])=[O:7].[CH2:11]([O:13][CH2:14][C:15]1[N:16]([CH2:27][CH2:28][CH:29]2[CH2:34][CH2:33][NH:32][CH2:31][CH2:30]2)[C:17]2[C:22]([CH3:23])=[C:21]([CH3:24])[N:20]=[C:19]([NH2:25])[C:18]=2[N:26]=1)[CH3:12]>>[NH2:25][C:19]1[C:18]2[N:26]=[C:15]([CH2:14][O:13][CH2:11][CH3:12])[N:16]([CH2:27][CH2:28][CH:29]3[CH2:34][CH2:33][N:32]([C:9]([NH:8][C:6]([C:2]4[O:1][CH:5]=[CH:4][CH:3]=4)=[O:7])=[S:10])[CH2:31][CH2:30]3)[C:17]=2[C:22]([CH3:23])=[C:21]([CH3:24])[N:20]=1. Procedure: Using the method of Examples 54-65, 2-furoylisothiocyanate was reacted with 2-(ethoxymethyl)-6,7-dimethyl-1-(2-piperidin-4-ylethyl)-1H-imidazo[4,5-c]pyridin-4-amine to provide the desired compound. The observed accurate mass was 485.2357.